This data is from the Open Reaction Database (ORD), a public repository of structured organic reaction records. The task is: describe an organic reaction: reactants, conditions, products, and yield Reactants: ClC1=CC=C(CN2C(=CC3=CC=CC=C23)C(=O)N2CCC(CC2)C(=O)O)C=C1 (1-(1-(4-chlorobenzyl)-1H-indole-2-carbonyl)piperidine-4-carboxylic acid), C(C)N=C=NCCCN(C)C (1-ethyl-3-(3-dimethylaminopropyl) carbodiimide), ON1N=NC2=C1C=CC=C2 (1-Hydroxybenzotriazole), C(C)(C)N(C(C)C)CC (N,N-Diisopropylethylamine), N1CCCCC1 (piperidine). The solvent is O (water), C(C)(=O)OCC (ethyl acetate), C(Cl)Cl (DCM). Reaction conditions: time 8 hour. Product: ClC1=CC=C(CN2C(=CC3=CC=CC=C23)C(=O)N2CCC(CC2)C(=O)N2CCCCC2)C=C1 ((1-(4-chlorobenzyl)-1H-indol-2-yl)(4-(piperidine-1-carbonyl)piperidin-1-yl)methanone). Reaction SMILES: [Cl:1][C:2]1[CH:28]=[CH:27][C:5]([CH2:6][N:7]2[C:15]3[C:10](=[CH:11][CH:12]=[CH:13][CH:14]=3)[CH:9]=[C:8]2[C:16]([N:18]2[CH2:23][CH2:22][CH:21]([C:24](O)=[O:25])[CH2:20][CH2:19]2)=[O:17])=[CH:4][CH:3]=1.C(N=C=NCCCN(C)C)C.O[N:41]1[C:45]2C=[CH:47][CH:48]=[CH:49][C:44]=2N=N1.C(N(CC)C(C)C)(C)C.N1CCCCC1>C(Cl)Cl.O.C(OCC)(=O)C>[Cl:1][C:2]1[CH:3]=[CH:4][C:5]([CH2:6][N:7]2[C:15]3[C:10](=[CH:11][CH:12]=[CH:13][CH:14]=3)[CH:9]=[C:8]2[C:16]([N:18]2[CH2:19][CH2:20][CH:21]([C:24]([N:41]3[CH2:47][CH2:48][CH2:49][CH2:44][CH2:45]3)=[O:25])[CH2:22][CH2:23]2)=[O:17])=[CH:27][CH:28]=1. Procedure: 1-(1-(4-chlorobenzyl)-1H-indole-2-carbonyl)piperidine-4-carboxylic acid (100 mg, 0.252 mmol), 1-ethyl-3-(3-dimethylaminopropyl) carbodiimide (97 mg, 0.504 mmol), and 1-Hydroxybenzotriazole (68 mg, 0.504 mmol) were dissolved in 3.0 mL of DCM. The reaction was allowed to stir for 10 minutes before N,N-Diisopropylethylamine (88 μL, 0.504 mmol) and piperidine (50 μL, 0.504 mmol) were added. The reaction was allowed to stir overnight. The reaction was diluted with water and ethyl acetate. The layers ... Run in O (water), O1CCCC1 (tetrahydrofuran), O1CCCC1 (tetrahydrofuran). Reported procedure: To a suspension of 4.5 g of sodium borohydride in 30 ml of water and 70 ml of tetrahydrofuran there are added dropwise with stirring and heating to 40°-50° C. in the course of half an hour a solution of 1.9 g of 6-chloro-7-carbomethoxybenzo-1,2,3-thiadiazole in 30 ml of tetrahydrofuran (dissolved under hot conditions). Heating of the mixture is continued until the reaction is complete, and the mixture is then cooled to -20° to -30° C. using a CO2 cooling bath and treated dropwise with 15 ml of a... RXN SMILES: [BH4-].[Na+].[Cl:3][C:4]1[CH:12]=[CH:11][C:7]2[N:8]=[N:9][S:10][C:6]=2[C:5]=1[C:13](OC)=[O:14].CC(C)=O.Cl>O.O1CCCC1>[Cl:3][C:4]1[CH:12]=[CH:11][C:7]2[N:8]=[N:9][S:10][C:6]=2[C:5]=1[CH2:13][OH:14] |f:0.1|. Starting materials: [BH4-].[Na+] (sodium borohydride), ClC1=C(C2=C(N=NS2)C=C1)C(=O)OC (6-chloro-7-carbomethoxybenzo-1,2,3-thiadiazole), Cl (hydrochloric acid), CC(=O)C (acetone). Yields the product ClC1=C(C2=C(N=NS2)C=C1)CO (6-chloro-7-hydroxymethylbenzo-1,2,3-thiadiazole). Run at time 8 hour. Reactants: CCOC(=O)c1cc(C(C)(C)C)c[nH]1, CO, Cl, [Na+], [OH-]. The product is CC(C)(C)c1c[nH]c(C(=O)O)c1. Reaction SMILES: [C:1]([CH3:2])([CH3:3])([CH3:4])[c:5]1[cH:6][c:7]([C:10](=[O:11])[O:12][CH2:13][CH3:14])[nH:8][cH:9]1.[CH3:18][OH:19].[ClH:17].[Na+:16].[OH-:15]>>[C:1]([CH3:2])([CH3:3])([CH3:4])[c:5]1[cH:6][c:7]([C:10](=[O:11])[OH:12])[nH:8][cH:9]1. Reactants: teflon, C1(CCC(=O)O1)=O (succinic anhydride), CO (methanol). Conditions: temperature 70 celsius. Yields the product COC(CCC(=O)O)=O (succinic acid monomethyl ester). RXN SMILES: [C:1]1(=[O:7])[O:6][C:4](=[O:5])[CH2:3][CH2:2]1.[CH3:8][OH:9]>>[CH3:8][O:9][C:4](=[O:5])[CH2:3][CH2:2][C:1]([OH:6])=[O:7]. Reported procedure: To a single-necked, 100 mL round-bottom flask equipped with a teflon stirbar, is added 20 g succinic anhydride dissolved in 50 mL methanol. The flask is equipped with a reflux condenser topped with a septa and argon balloon, and the reaction mixture is heated to reflux (70° C.) in an oil bath (Dow Corning Fluid) for a 16 hr time period. The reaction flask is then allowed to cool to room temperature, the stirbar removed, and the excess methanol removed via rotary evaporator to give 26.4 g of succ...